Task: describe an organic reaction: reactants, conditions, products, and yield. Dataset: the Open Reaction Database (ORD), a public repository of structured organic reaction records Reactants: CC1=NOC(=C1)CC(=O)OC (methyl 2-(3-methylisoxazol-5-yl)acetate), C([O-])(O)=O.[Na+] (sodium bicarbonate), [H-].[Na+] (sodium hydride), BrCCBr (1,2-Dibromoethane). The solvent is CN(C=O)C (N,N-dimethylformamide). Reaction conditions: time 15 minute. Product: CC1=NOC(=C1)C1(CC1)C(=O)OC (methyl 1-(3-methylisoxazol-5-yl)cyclopropanecarboxylate). Reaction SMILES: [CH3:1][C:2]1[CH:6]=[C:5]([CH2:7][C:8]([O:10][CH3:11])=[O:9])[O:4][N:3]=1.[H-].[Na+].Br[CH2:15][CH2:16]Br.C(=O)(O)[O-].[Na+]>CN(C)C=O>[CH3:1][C:2]1[CH:6]=[C:5]([C:7]2([C:8]([O:10][CH3:11])=[O:9])[CH2:16][CH2:15]2)[O:4][N:3]=1 |f:1.2,4.5|. Procedure details: Into a 15 mL round bottom flask was added methyl 2-(3-methylisoxazol-5-yl)acetate (250 mg, 1.61 mmol) dissolved in N,N-dimethylformamide (7 mL) followed by addition of sodium hydride (60% suspension in mineral oil, 322 mg, 8.06 mmol). The mixture was stirred at room temperature for 15 minutes. 1,2-Dibromoethane (417 μL, 4.83 mmol) was added dropwise. The reaction mixture was stirred at room temperature for 18 h. A saturated aqueous solution of sodium bicarbonate was added to the mixture and it w... As a reaction SMILES: [CH3:1][O:2][C:3](=[O:4])[c:5]1[c:6]([O:23][CH3:24])[c:7]2[n:8](-[c:17]3[cH:18][cH:19][cH:20][cH:21][cH:22]3)[c:9]3[cH:10][cH:11][cH:12][cH:13][c:14]3[c:15]2[o:16]1.[CH3:28][OH:29].[Na+:26].[OH-:25].[OH2:27]>>[O:2]=[C:3]([OH:4])[c:5]1[c:6]([O:23][CH3:24])[c:7]2[n:8](-[c:17]3[cH:18][cH:19][cH:20][cH:21][cH:22]3)[c:9]3[cH:10][cH:11][cH:12][cH:13][c:14]3[c:15]2[o:16]1. The reactants are COC(=O)c1oc2c3ccccc3n(-c3ccccc3)c2c1OC, CO, [Na+], [OH-], O. Product: COc1c(C(=O)O)oc2c3ccccc3n(-c3ccccc3)c12. The reactants are C(C)C1=C(OCC2OC(OC2)(C)C)C=CC(=C1)CCCCCCCCCCCCCC (4-[(2-ethyl-4-tetradecylphenoxy)methyl]-2,2-dimethyl-1,3-dioxolane), Cl (hydrochloric acid). The solvent is O1CCCC1 (tetrahydrofuran). Yields the product C(C)C1=C(OCC(CO)O)C=CC(=C1)CCCCCCCCCCCCCC (3-(2-Ethyl-4-tetradecylphenoxy)-1,2-propanediol). Yield: 85.8%. Reaction SMILES: [CH2:1]([C:3]1[CH:17]=[C:16]([CH2:18][CH2:19][CH2:20][CH2:21][CH2:22][CH2:23][CH2:24][CH2:25][CH2:26][CH2:27][CH2:28][CH2:29][CH2:30][CH3:31])[CH:15]=[CH:14][C:4]=1[O:5][CH2:6][CH:7]1[CH2:11][O:10]C(C)(C)[O:8]1)[CH3:2].Cl>O1CCCC1>[CH2:1]([C:3]1[CH:17]=[C:16]([CH2:18][CH2:19][CH2:20][CH2:21][CH2:22][CH2:23][CH2:24][CH2:25][CH2:26][CH2:27][CH2:28][CH2:29][CH2:30][CH3:31])[CH:15]=[CH:14][C:4]=1[O:5][CH2:6][CH:7]([OH:8])[CH2:11][OH:10])[CH3:2]. Reported procedure: A mixture of 15.55 g of 4-[(2-ethyl-4-tetradecylphenoxy)methyl]-2,2-dimethyl-1,3-dioxolane, 10 ml of 5% hydrochloric acid and 300 ml of tetrahydrofuran was heated at reflux for 4 hours, then cooled and 1/2 of the solvent evaporated at reduced pressure. The remainder was diluted with ethyl acetate, washed with aqueous sodium bicarbonate, dried and the solvents evaporated. The residue was chromatographed on silica gel, eluting first with hexane:ethyl acetate (8:1), then (4:1), giving 12.1 g of the... Reactants: C(C)C1=C(C(N(C(=N1)C1=CC=CC=C1)CC#C)=O)CC(=O)OC (6-ethyl-5-methoxycarbonylmethyl-2-phenyl-3-propargyl-4(3H)-pyrimidinone), C(C)C1=C(C(N(C(=N1)C1=CC=CC=C1)CC#C)=O)CC(=O)OC (6-ethyl-5-methoxycarbonylmethyl-2-phenyl-3-propargyl-4(3H)-pyrimidinone), [NH4+].[OH-] (NH4OH). Solvent: C1CCOC1 (THF). Product: NC(=O)CC=1C(N(C(=NC1CC)C1=CC=CC=C1)CC#C)=O (5-aminocarbonylmethyl-6-ethyl-2-phenyl-3-propargyl-4(3H)-pyrimidinone). Reaction SMILES: [CH2:1]([C:3]1[N:8]=[C:7]([C:9]2[CH:14]=[CH:13][CH:12]=[CH:11][CH:10]=2)[N:6]([CH2:15][C:16]#[CH:17])[C:5](=[O:18])[C:4]=1[CH2:19][C:20]([O:22]C)=O)[CH3:2].[NH4+:24].[OH-]>C1COCC1>[NH2:24][C:20]([CH2:19][C:4]1[C:5](=[O:18])[N:6]([CH2:15][C:16]#[CH:17])[C:7]([C:9]2[CH:14]=[CH:13][CH:12]=[CH:11][CH:10]=2)=[N:8][C:3]=1[CH2:1][CH3:2])=[O:22] |f:1.2|. Reported procedure: To a stirred solution of 1.75 g (5.7 mmol) of 6-ethyl-5-methoxycarbonylmethyl-2-phenyl-3-propargyl-4(3H)-pyrimidinone (Compound 105) in 100 mL of THF was added 200 mL of concentrated aqueous NH4OH. The mixture was stirred for 2 weeks and the bulk of the THF was removed on the rotovap. The mixture was shaken with 100 mL of ethyl acetate and filtered. The solid collected was dried in a vacuum oven at 50° C. to afford 0.57 g of 5-aminocarbonylmethyl-6-ethyl-2-phenyl-3-propargyl-4(3H)-pyrimidinone (...